From a dataset of the Open Reaction Database (ORD), a public repository of structured organic reaction records. describe an organic reaction: reactants, conditions, products, and yield Yields the product C1(CCNCC1)C(C(C(=C)C1=CC=C(C=C1)[N+](=O)[O-])=O)C(C=C)=O (4-aza-4-cyclohexyl-2-(4-nitrophenyl)-1,6-heptadiene-3,5-dione). As a reaction SMILES: [N+:1]([C:4]1[CH:9]=[CH:8][C:7]([C:10](=[CH2:14])[C:11]([OH:13])=O)=[CH:6][CH:5]=1)([O-:3])=[O:2].[C:15](Cl)(=[O:19])[C:16](Cl)=O.[CH:21]1([NH:27][C:28](=O)[CH:29]=C)[CH2:26][CH2:25][CH2:24]CC1.[CH3:32]CCCCC>>[CH:25]1([CH:24]([C:15](=[O:19])[CH:16]=[CH2:32])[C:11](=[O:13])[C:10]([C:7]2[CH:6]=[CH:5][C:4]([N+:1]([O-:3])=[O:2])=[CH:9][CH:8]=2)=[CH2:14])[CH2:26][CH2:21][NH:27][CH2:28][CH2:29]1. Reactants: [N+](=O)([O-])C1=CC=C(C=C1)C(C(=O)O)=C (a-(4-nitrophenyl)-acrylic acid), CCCCCC (hexane), C(C(=O)Cl)(=O)Cl (oxalyl chloride), C1(CCCCC1)NC(C=C)=O (N-cyclohexylacrylamide). Procedure details: The title compound is prepared analogously to Example 1c starting from 40.5 g of a-(4-nitrophenyl)-acrylic acid, 26.7 g of oxalyl chloride and 26.8 g of N-cyclohexylacrylamide. Melting point 73°-74° (from hexane). The reactants are C(C)(C)(C)OC(=O)N[C@H](CC1=CC=CC=C1)C(=O)O[C@@H]1C=2C=C(N=NC2C[C@@H](C1)C)C1=CC(=CC=C1)C(F)(F)F ((5S,7S)-5-(N-(tert-butoxycarbonyl)-D-phenylalanyl)oxy-7-methyl-3-(3-trifluoromethylphenyl)-5,6,7,8-tetrahydrocinnoline), [OH-].[Na+] (NaOH). Solvent: CO (methanol). Run at temperature 10 celsius, time 4 hour. The product is C[C@@H]1C[C@@H](C=2C=C(N=NC2C1)C1=CC(=CC=C1)C(F)(F)F)O ((5S,7S)-7-methyl-3-(3-trifluoromethylphenyl)-5,6,7,8-tetrahydrocinnolin-5-ol). RXN SMILES: C(OC(N[C@@H](C([O:19][C@H:20]1[CH2:29][C@@H:28]([CH3:30])[CH2:27][C:26]2[N:25]=[N:24][C:23]([C:31]3[CH:36]=[CH:35][CH:34]=[C:33]([C:37]([F:40])([F:39])[F:38])[CH:32]=3)=[CH:22][C:21]1=2)=O)CC1C=CC=CC=1)=O)(C)(C)C.[OH-].[Na+]>CO>[CH3:30][C@H:28]1[CH2:27][C:26]2[N:25]=[N:24][C:23]([C:31]3[CH:36]=[CH:35][CH:34]=[C:33]([C:37]([F:40])([F:39])[F:38])[CH:32]=3)=[CH:22][C:21]=2[C@@H:20]([OH:19])[CH2:29]1 |f:1.2|. Reported procedure: To a methanol solution (1.2 L) of (5S,7S)-5-(N-(tert-butoxycarbinyl)-D-phenylalanyl)oxy-7-methyl-3-(3-trifluoromethylphenyl)-5,6,7,8-tetrahydrocinnoline (280 g, 0.5 mol) obtained in Example 54 was added a 1N NaOH aqueous solution (0.6 L) at room temperature, followed by reaction at 40° C. over night. The reaction liquid was cooled to 10° C., followed by adding distilled water (1.8 L), stirring under suspension for 4 hours and filtering crystal to obtain the titled compound. Thus obtained compoun... The reactants are BrCC=1SC(=C(N1)C1=C(C=CC=C1)Cl)C(=O)OC (methyl 2-(bromomethyl)-4-(2-chlorophenyl)-1,3-thiazole-5-carboxylate), [Na].FC(F)(F)C1=NN=NN1 (trifluoromethyltetrazole sodium salt), C([O-])([O-])=O.[K+].[K+] (potassium carbonate). Solvent: C(C)#N (acetonitrile). Reaction conditions: temperature 60 celsius, time 6 hour. The product is ClC1=C(C=CC=C1)C=1N=C(SC1C(=O)OC)CN1N=C(N=N1)C(F)(F)F (methyl 4-(2-chlorophenyl)-2-{[5-(trifluoromethyl)-2H-tetrazol-2-yl]methyl}-1,3-thiazole-5-carboxylate). RXN SMILES: Br[CH2:2][C:3]1[S:4][C:5]([C:15]([O:17][CH3:18])=[O:16])=[C:6]([C:8]2[CH:13]=[CH:12][CH:11]=[CH:10][C:9]=2[Cl:14])[N:7]=1.[Na].[F:20][C:21]([C:24]1[NH:28][N:27]=[N:26][N:25]=1)([F:23])[F:22].C(=O)([O-])[O-].[K+].[K+]>C(#N)C>[Cl:14][C:9]1[CH:10]=[CH:11][CH:12]=[CH:13][C:8]=1[C:6]1[N:7]=[C:3]([CH2:2][N:26]2[N:27]=[N:28][C:24]([C:21]([F:23])([F:22])[F:20])=[N:25]2)[S:4][C:5]=1[C:15]([O:17][CH3:18])=[O:16] |f:1.2,3.4.5,^1:18|. Reported procedure: 5.00 g (14.4 mmol) of methyl 2-(bromomethyl)-4-(2-chlorophenyl)-1,3-thiazole-5-carboxylate were added to a solution of 10.00 g (18.7 mmol) of trifluoromethyltetrazole sodium salt in 100 ml of acetonitrile. Then 600 mg (4.32 mmol) of potassium carbonate were added to the reaction solution, and the mixture was stirred at 60° C. for 6 hours. After cooling to room temperature, the reaction solution was filtered and the mother liquor was freed from the solvent under reduced pressure. 10 ml of water w... Solvent: C(C)(=O)O (acetic acid). Procedure details: 2.65 g of 2,2'-azobis(4,5-imidazoledicarbonitrile) was placed in a flask with 65 ml of pyridine and 25 ml of galcial acetic acid. The slurry was then purged and deoxygenated thoroughly with a stream of nitrogen. Then 3 equivalents (1.95 g) of zinc dust was added. An immediate green/black solution was formed characteristic of a radical anion species. This slowly faded to a pale green as the last of the intermediate reacted. The mixture was filtered under nitrogen to remove excess zinc salts. This... Reaction SMILES: [N:1]([C:12]1[NH:13][C:14]([C:19]#[N:20])=[C:15]([C:17]#[N:18])[N:16]=1)=[N:2][C:3]1[NH:4][C:5]([C:10]#[N:11])=[C:6]([C:8]#[N:9])[N:7]=1.N1C=CC=CC=1>[Zn].C(O)(=O)C>[NH:2]([C:3]1[NH:7][C:6]([C:8]#[N:9])=[C:5]([C:10]#[N:11])[N:4]=1)[NH:1][C:12]1[NH:13][C:14]([C:19]#[N:20])=[C:15]([C:17]#[N:18])[N:16]=1. The reactants are N(=NC=1NC(=C(N1)C#N)C#N)C=1NC(=C(N1)C#N)C#N (2,2'-azobis(4,5-imidazoledicarbonitrile)), N1=CC=CC=C1 (pyridine). Product: N(NC=1NC(=C(N1)C#N)C#N)C=1NC(=C(N1)C#N)C#N (2,2'-hydrazobis(4,5-imidazoledicarbonitrile)). The reagents and catalysts are [Zn] (zinc). Starting materials: C=C(C)COc1ccc(Br)cc1CN(CC)c1ccc(C(=O)OCCCC)nn1, CCO, NN, O. The product is C=C(C)COc1ccc(Br)cc1CN(CC)c1ccc(C(=O)NN)nn1. As a reaction SMILES: [Br:1][c:2]1[cH:3][cH:4][c:5]([O:25][CH2:26][C:27](=[CH2:28])[CH3:29])[c:6]([CH2:7][N:8]([CH2:9][CH3:10])[c:11]2[cH:12][cH:13][c:14]([C:17](=[O:18])[O:19][CH2:20][CH2:21][CH2:22][CH3:23])[n:15][n:16]2)[cH:24]1.[CH3:33][CH2:34][OH:35].[NH2:31][NH2:32].[OH2:30]>>[Br:1][c:2]1[cH:3][cH:4][c:5]([O:25][CH2:26][C:27](=[CH2:28])[CH3:29])[c:6]([CH2:7][N:8]([CH2:9][CH3:10])[c:11]2[cH:12][cH:13][c:14]([C:17](=[O:18])[NH:31][NH2:32])[n:15][n:16]2)[cH:24]1.